Task: describe an organic reaction: reactants, conditions, products, and yield. Dataset: the Open Reaction Database (ORD), a public repository of structured organic reaction records The reactants are C (charcoal), 164, N=C1SC2=C(N1)C=CC=C2 (2-iminobenzothiazoline), [OH-].[Na+] (sodium hydroxide). Run in C(CO)O (ethyleneglycol). Reaction conditions: temperature 80 celsius, time 6 hour. Yields the product CN(C(=O)N)C1=C(C=CC=C1)S (N-methyl-N-(2-mercaptophenyl)-urea). The yield is 90.9%. As a reaction SMILES: [NH:1]=[C:2]1[NH:6][C:5]2[CH:7]=[CH:8][CH:9]=[CH:10][C:4]=2[S:3]1.[OH-:11].[Na+].[CH4:13]>C(O)CO>[CH3:13][N:6]([C:5]1[CH:7]=[CH:8][CH:9]=[CH:10][C:4]=1[SH:3])[C:2]([NH2:1])=[O:11] |f:1.2|. Procedure: A mixture of 164 parts of 2-iminobenzothiazoline, 150 parts of sodium hydroxide and 300 parts of ethyleneglycol is stirred for 6 hours at 130°-140° C., subsequently cooled to 80° C., and introduced with agitation into 3000 parts of icewater. After further agitation for 30 minutes, 5 parts of active charcoal are added, the solution is stirred for a further 15 minutes and then filtered. The pH of the filtrate is adjusted to 5-6 by means of 10% aqueous hydrochloric acid, and the precipitated N-meth... The reactants are COC1=C(C(=O)OC)C=CC(=C1)OC(C1=CC=CC=C1)=O (methyl 2-methoxy-4-benzoyloxybenzoate), alcohol. Reported procedure: The product obtained in Stage B is hydrogenated in an autoclave in the presence of alcohol with Raney nickel as catalyst. The hydrogenation is done at 50° C and lasts 21/2 hours. It is cooled, the nickel drained and the alcohol removed under vacuum. The methyl 2-methoxy-4-hydroxybenzoate formed crystallizes and is used for the following stage. The product is COC1=C(C(=O)OC)C=CC(=C1)O (methyl 2-methoxy-4-hydroxybenzoate). As a reaction SMILES: [CH3:1][O:2][C:3]1[CH:12]=[C:11]([O:13]C(=O)C2C=CC=CC=2)[CH:10]=[CH:9][C:4]=1[C:5]([O:7][CH3:8])=[O:6]>[Ni]>[CH3:1][O:2][C:3]1[CH:12]=[C:11]([OH:13])[CH:10]=[CH:9][C:4]=1[C:5]([O:7][CH3:8])=[O:6]. The reagents and catalysts are [Ni] (nickel), [Ni] (Raney nickel).